Dataset: the Open Reaction Database (ORD), a public repository of structured organic reaction records. Task: describe an organic reaction: reactants, conditions, products, and yield Reaction conditions: time 18 hour. Starting materials: C(CCl)Cl (EDC), NC1=CC=C(C=N1)/C=C/C(=O)O ((E)-3-(6-amino-pyridin-3-yl)acrylic acid), C(C)(C)OC1=C(CCN)C=CC=C1OC ((2-isopropoxy-3-methoxy-benzyl)methylamine), C=1C=CC2=C(C1)N=NN2O.O (HOBt H2O), CCN(C(C)C)C(C)C (DIPEA), Cl (HCl). Yields the product Cl.NC1=CC=C(C=N1)/C=C/C(=O)N(C)CC1=C(C(=CC=C1)OC)OC(C)C ((E)-3-(6-amino-pyridin-3-yl)-N-(2-isopropoxy-3-methoxy-benzyl)-N-methyl-acrylamide hydrochloride). Reaction SMILES: C(Cl)C[Cl:3].[NH2:5][C:6]1[N:11]=[CH:10][C:9](/[CH:12]=[CH:13]/[C:14]([OH:16])=O)=[CH:8][CH:7]=1.[CH:17]([O:20][C:21]1[C:29]([O:30][CH3:31])=[CH:28][CH:27]=[CH:26][C:22]=1[CH2:23]CN)([CH3:19])[CH3:18].C1C=CC2N(O)N=[N:38][C:36]=2C=1.O.CCN(C(C)C)C(C)C.Cl>CN(C=O)C.O.C(Cl)Cl>[ClH:3].[NH2:5][C:6]1[N:11]=[CH:10][C:9](/[CH:12]=[CH:13]/[C:14]([N:38]([CH2:23][C:22]2[CH:26]=[CH:27][CH:28]=[C:29]([O:30][CH3:31])[C:21]=2[O:20][CH:17]([CH3:18])[CH3:19])[CH3:36])=[O:16])=[CH:8][CH:7]=1 |f:3.4,10.11|. Solvent: O (water), CN(C)C=O (DMF), C(Cl)Cl (CH2Cl2). Isolated yield 45.9%. Procedure: EDC (231 mg, 1.2 mmol) was added to a solution of (E)-3-(6-amino-pyridin-3-yl)acrylic acid (164 mg, 1.0 mmol), (2-isopropoxy-3-methoxy-benzyl)methylamine (230 mg, 1.1 mmol), HOBt H2O (149 mg, 1.1 mmol) and DIPEA (525 μL, 3.0 mmol) in dry DMF (10 mL). After 18 hr of stirring, the mixture was diluted with water (60 mL) and extracted with EtOAc (2×20 mL). The organic layer was washed with brine (2×30 mL), dried and evaporated. Flash chromatography (silica 1-3% MeOH in CH2Cl2) of the residue furnish... The reactants are BrC1=C(C=C(C=C1)[N+](=O)[O-])C(F)(F)F (2-bromo-5-nitrobenzotrifluoride), C([O-])([O-])=O.[K+].[K+] (potassium carbonate), C(=C)C1=CC=C(C=C1)OC (4-vinylanisole), COCCOCCN(CCOCCOC)CCOCCOC (tris[2-(2-methoxyethoxy)ethyl]amine). Run in CN1CCCC1=O (NMP), O (water). Isolated yield 51.0%. RXN SMILES: Br[C:2]1[CH:7]=[CH:6][C:5]([N+:8]([O-:10])=[O:9])=[CH:4][C:3]=1[C:11]([F:14])([F:13])[F:12].[CH:15]([C:17]1[CH:22]=[CH:21][C:20]([O:23][CH3:24])=[CH:19][CH:18]=1)=[CH2:16].COCCOCCN(CCOCCOC)CCOCCOC.C(=O)([O-])[O-].[K+].[K+]>[Pd](Cl)Cl.O.CN1C(=O)CCC1>[F:12][C:11]([F:14])([F:13])[C:3]1[CH:4]=[C:5]([N+:8]([O-:10])=[O:9])[CH:6]=[CH:7][C:2]=1[CH:16]=[CH:15][C:17]1[CH:22]=[CH:21][C:20]([O:23][CH3:24])=[CH:19][CH:18]=1 |f:3.4.5|. Reagents/catalysts: [Pd](Cl)Cl (palladium chloride). Procedure details: In a 250 mL round bottom flask equipped with stirbar, reflux condenser and nitrogen inlet was placed 2-bromo-5-nitrobenzotrifluoride (5.40g, 20 mmol), 4-vinylanisole (2.95 g, 22 retool), NMP (20 mL), tris[2-(2-methoxyethoxy)ethyl]amine (TDA-1) (0.65 g, 2.0 mmol), potassium carbonate (4.2 g, 30 mmol) and palladium chloride (0.035 g, 0.20 retool). The resulting slurry was gradually warmed up to 140° and maintained at that temperature for 4 hr. The mixture was then cooled and water (200 mL) was add... The product is FC(C1=C(C=CC(=C1)[N+](=O)[O-])C=CC1=CC=C(C=C1)OC)(F)F (2-trifluoromethyl-4-nitro-4'-methoxystilbene). Starting materials: C(#N)C1=CC=C(C=O)C=C1 (p-cyanobenzaldehyde), C(CC(=O)O)(=O)O (malonic acid), Cl (hydrochloric acid). The reagents and catalysts are N1CCCCC1 (piperidine). The solvent is N1=CC=CC=C1 (pyridine). Run at temperature 100 celsius, time 4 hour. Product: C(#N)C1=CC=C(C=CC(=O)O)C=C1 (p-cyanocinnamic acid). Reaction SMILES: [C:1]([C:3]1[CH:10]=[CH:9][C:6]([CH:7]=O)=[CH:5][CH:4]=1)#[N:2].C(O)(=O)[CH2:12][C:13]([OH:15])=[O:14].Cl>N1C=CC=CC=1.N1CCCCC1>[C:1]([C:3]1[CH:10]=[CH:9][C:6]([CH:7]=[CH:12][C:13]([OH:15])=[O:14])=[CH:5][CH:4]=1)#[N:2]. Procedure: 0.2mol of p-cyanobenzaldehyde and 0.3mol of malonic acid were dissolved in 80ml of pyridine at room temperature, and 30 drops of piperidine were added thereto. The mixture was heated and stirred for 4 hours at about 100° C. After the reaction, the solution was poured slowly into dilute hydrochloric acid (250ml hydrochloric acid/250g water). Then, the resulting white precipitate was separated by filtering and washed with dilute hydrochloric acid and water, and was recrystallized by use of glacial... Reactants: C1(=CC(=CC(=C1)C)C)C (mesitylene), C1(=CC=CC=C1)S(=O)C1=CC=CC=C1 (diphenylsulfoxide), FC(C(=O)OC(C(F)(F)F)=O)(F)F (trifluoroacetic anhydride), FC(S(=O)(=O)O)(F)F (trifluoromethane sulfonic acid). Run in CCCCCC (n-hexane). Conditions: temperature 5 celsius. The product is FC(S(=O)(=O)[O-])(F)F.C1(=CC=CC=C1)[S+](C1=C(C=C(C=C1C)C)C)C1=CC=CC=C1 (diphenyl-2,4,6-trimethylphenylsulfonium trifluoromethanesulfonate). Yield: 84.3%. As a reaction SMILES: [C:1]1([CH3:9])[CH:6]=[C:5]([CH3:7])[CH:4]=[C:3]([CH3:8])[CH:2]=1.[C:10]1([S:16]([C:18]2[CH:23]=[CH:22][CH:21]=[CH:20][CH:19]=2)=O)[CH:15]=[CH:14][CH:13]=[CH:12][CH:11]=1.FC(F)(F)C(OC(=O)C(F)(F)F)=O.[F:37][C:38]([F:44])([F:43])[S:39]([OH:42])(=[O:41])=[O:40]>CCCCCC>[F:37][C:38]([F:44])([F:43])[S:39]([O-:42])(=[O:41])=[O:40].[C:18]1([S+:16]([C:10]2[CH:11]=[CH:12][CH:13]=[CH:14][CH:15]=2)[C:2]2[C:3]([CH3:8])=[CH:4][C:5]([CH3:7])=[CH:6][C:1]=2[CH3:9])[CH:19]=[CH:20][CH:21]=[CH:22][CH:23]=1 |f:5.6|. Procedure details: In 36.1 g (0.3 mole) of mesitylene was dissolved 6.1 g (0.03 mole) of diphenylsulfoxide, and 12.6 g (0.06 mole) of trifluoroacetic anhydride was poured thereinto under cooling at 5° C. or lower and further 4.5 g (0.03 mole) of trifluoromethane sulfonic acid was added dropwise thereto at −5 to 5° C., followed by allowing a reaction to take place at the same temperature for 2 hours with stirring. Into the resultant was poured 20 ml of n-hexane, followed by separation. This process step series was ...